This data is from the Open Reaction Database (ORD), a public repository of structured organic reaction records. The task is: describe an organic reaction: reactants, conditions, products, and yield Reactants: O1CCN(CC1)C1=CC=C(C=C1)C1=CC2=NC=CN=C2C(=N1)NCC1CN(CCC1)C(=O)OC(C)(C)C (tert-butyl 3-((7-(4-morpholinophenyl)pyrido[4,3-b]pyrazin-5-ylamino) methyl)piperidine-1-carboxylate), [H-].[Na+] (NaH), IC (iodomethane). The solvent is C1CCOC1 (THF). Reaction conditions: temperature 0 celsius, time 2.5 hour. The product is CN(C1=NC(=CC2=NC=CN=C21)C2=CC=C(C=C2)N2CCOCC2)CC2CN(CCC2)C(=O)OC(C)(C)C (tert-butyl 3-((methyl(7-(4-morpholinophenyl)pyrido[4,3-b]pyrazin-5-yl)amino)methyl)piperidine-1-carboxylate). As a reaction SMILES: [O:1]1[CH2:6][CH2:5][N:4]([C:7]2[CH:12]=[CH:11][C:10]([C:13]3[N:22]=[C:21]([NH:23][CH2:24][CH:25]4[CH2:30][CH2:29][CH2:28][N:27]([C:31]([O:33][C:34]([CH3:37])([CH3:36])[CH3:35])=[O:32])[CH2:26]4)[C:20]4[C:15](=[N:16][CH:17]=[CH:18][N:19]=4)[CH:14]=3)=[CH:9][CH:8]=2)[CH2:3][CH2:2]1.[H-].[Na+].I[CH3:41]>C1COCC1>[CH3:41][N:23]([CH2:24][CH:25]1[CH2:30][CH2:29][CH2:28][N:27]([C:31]([O:33][C:34]([CH3:37])([CH3:36])[CH3:35])=[O:32])[CH2:26]1)[C:21]1[C:20]2[C:15](=[N:16][CH:17]=[CH:18][N:19]=2)[CH:14]=[C:13]([C:10]2[CH:9]=[CH:8][C:7]([N:4]3[CH2:3][CH2:2][O:1][CH2:6][CH2:5]3)=[CH:12][CH:11]=2)[N:22]=1 |f:1.2|. Reported procedure: To a solution of tert-butyl 3-((7-(4-morpholinophenyl)pyrido[4,3-b]pyrazin-5-ylamino) methyl)piperidine-1-carboxylate (100 mg, 0.2 mmol) in THF (20 mL) was added NaH (30 mg, 0.6 mmol). The mixture was stirred for 2-3 hours at 0° C., and iodomethane (142 mg, 1 mmol) was then added dropwise. The reaction mixture was stirred at room temperature overnight, quenched with water and concentrated under reduced pressure. The residue was purified by chromatography to afford the title compound. The reactants are CCOC(=O)C(=O)Nc1cc(C)c(Oc2ccc(O)c(C(C)C)c2)c(C#N)c1, CCO, [Na+], [OH-]. Yields the product Cc1cc(NC(=O)C(=O)O)cc(C#N)c1Oc1ccc(O)c(C(C)C)c1. As a reaction SMILES: [CH2:1]([CH3:2])[O:3][C:4]([C:5](=[O:6])[NH:7][c:8]1[cH:9][c:10]([C:26]#[N:27])[c:11]([O:15][c:16]2[cH:17][c:18]([CH:23]([CH3:24])[CH3:25])[c:19]([OH:22])[cH:20][cH:21]2)[c:12]([CH3:14])[cH:13]1)=[O:28].[CH3:31][CH2:32][OH:33].[Na+:30].[OH-:29]>>[O:3]=[C:4]([C:5](=[O:6])[NH:7][c:8]1[cH:9][c:10]([C:26]#[N:27])[c:11]([O:15][c:16]2[cH:17][c:18]([CH:23]([CH3:24])[CH3:25])[c:19]([OH:22])[cH:20][cH:21]2)[c:12]([CH3:14])[cH:13]1)[OH:28]. The reactants are C(C)N(C(=O)C1=CC=C(C=C1)NC1=NC=C(C(=N1)NC)[N+](=O)[O-])CC (2-[[4-(diethylaminocarbonyl)phenyl]amino]-4-(methylamino)-5-nitropyrimidine). Reagents/catalysts: [Pd] (Pd/C). The product is NC=1C(=NC(=NC1)NC1=CC=C(C=C1)C(=O)N(CC)CC)NC (5-Amino-2-[[4-(diethylaminocarbonyl)phenyl]amino]-4-(methylamino)pyrimidine). Reaction SMILES: [CH2:1]([N:3]([CH2:24][CH3:25])[C:4]([C:6]1[CH:11]=[CH:10][C:9]([NH:12][C:13]2[N:18]=[C:17]([NH:19][CH3:20])[C:16]([N+:21]([O-])=O)=[CH:15][N:14]=2)=[CH:8][CH:7]=1)=[O:5])[CH3:2]>[Pd]>[NH2:21][C:16]1[C:17]([NH:19][CH3:20])=[N:18][C:13]([NH:12][C:9]2[CH:8]=[CH:7][C:6]([C:4]([N:3]([CH2:24][CH3:25])[CH2:1][CH3:2])=[O:5])=[CH:11][CH:10]=2)=[N:14][CH:15]=1. Procedure details: Hydrogenation of 2-[[4-(diethylaminocarbonyl)phenyl]amino]-4-(methylamino)-5-nitropyrimidine (from Example 2(3) above) over Pd/C gave the title compound as a solid. The reactants are C1(=CC=CC=C1)CCCN=C=O (3-phenylpropyl isocyanate), CNC=1C=C(C=CC1)C1=CC=C(C=C1)CCC(=O)OCC (ethyl 3-(3′-methylaminobiphenyl-4-yl)propanoate). The solvent is 8/2, ClCCl.C(C)N(CC)CC (dichloromethane triethylamine). Conditions: temperature 40 celsius, time 12 hour. The product is CN(C(=O)NCCCC1=CC=CC=C1)C=1C=C(C=CC1)C1=CC=C(C=C1)CCC(=O)OCC (ethyl 3-{3′-[1-methyl-3-(3-phenylpropyl)ureido]biphenyl-4-yl}propanoate). Yield: 96.6%. RXN SMILES: [C:1]1([CH2:7][CH2:8][CH2:9][N:10]=[C:11]=[O:12])[CH:6]=[CH:5][CH:4]=[CH:3][CH:2]=1.[CH3:13][NH:14][C:15]1[CH:16]=[C:17]([C:21]2[CH:26]=[CH:25][C:24]([CH2:27][CH2:28][C:29]([O:31][CH2:32][CH3:33])=[O:30])=[CH:23][CH:22]=2)[CH:18]=[CH:19][CH:20]=1>ClCCl.C(N(CC)CC)C>[CH3:13][N:14]([C:15]1[CH:16]=[C:17]([C:21]2[CH:26]=[CH:25][C:24]([CH2:27][CH2:28][C:29]([O:31][CH2:32][CH3:33])=[O:30])=[CH:23][CH:22]=2)[CH:18]=[CH:19][CH:20]=1)[C:11]([NH:10][CH2:9][CH2:8][CH2:7][C:1]1[CH:6]=[CH:5][CH:4]=[CH:3][CH:2]=1)=[O:12] |f:2.3|. Procedure details: 188 μL (1.2 mmol, 1.5 eq) 3-phenylpropyl isocyanate are added to a solution of 230 mg (0.81 mmol, 1 eq) of ethyl 3-(3′-methylaminobiphenyl-4-yl)propanoate (prepared in Example 7c) in 10 mL of an 8/2 dichloromethane/triethylamine mixture. The reaction medium is stirred at 40° C. for 12 hours and then hydrolyzed with water and extracted with ethyl acetate. The organic phases are combined, washed with sodium chloride solution and dried over sodium sulfate. The solvents are evaporated off and the re... Reactants: CC(=O)C1=CC[C@@H]2[C@@]1(CC[C@H]3[C@H]2CCC4=CC(=O)CC[C@]34C)C (16-dehydroprogesterone), Mn(dpm)3, ClCCCl (1,2-dichloroethane), C(C)(C)O (isopropanol). Reaction conditions: time 2 hour. Product: CC(=O)[C@]1(CC[C@@H]2[C@@]1(CC[C@H]3[C@H]2CCC4=CC(=O)CC[C@]34C)C)O (17α-hydroxyprogesterone). Yield: 85.0%. RXN SMILES: [CH3:1][C:2]([C:4]1[C@@:8]2([CH3:23])[CH2:9][CH2:10][C@@H:11]3[C@:21]4([CH3:22])[C:15](=[CH:16][C:17]([CH2:19][CH2:20]4)=[O:18])[CH2:14][CH2:13][C@H:12]3[C@@H:7]2[CH2:6][CH:5]=1)=[O:3].ClCCCl.C([OH:31])(C)C>>[CH3:1][C:2]([C@:4]1([OH:31])[C@@:8]2([CH3:23])[CH2:9][CH2:10][C@@H:11]3[C@:21]4([CH3:22])[C:15](=[CH:16][C:17]([CH2:19][CH2:20]4)=[O:18])[CH2:14][CH2:13][C@H:12]3[C@@H:7]2[CH2:6][CH2:5]1)=[O:3]. Procedure details: To a stirred solution of 16-dehydroprogesterone 3 (0.041 g, 0.131 mmol, 1.0 equ) and Mn(dpm)3 (0.002 g, 0.003 mmol, 0.02 eq) in a mixture of isopropanol (1.5 mL) and enough 1,2-dichloroethane (0.6 mL) to completely dissolve the starting material at 0° C. for 20 min. then at room temperature for 2 h under O2. The solvents were removed by distillation under reduced pressure, affording a cream solid. Purification by flash column chromatography over silica, eluting with 30% EtOAc-hexanes afforded th... Starting materials: C1C(CCCC1)CCNS(=O)(=O)C1=CC=C(C=C1)C (N-2-cyclohexylethyl-p-toluenesulfonamide), [H-].[Na+] (NaH), COC(C1=C(C=C(C=C1)CBr)C1=C(C=CC=C1)C)=O (4-bromomethyl-2-(2-methylphenyl)benzoic acid methyl ester). Run in CN(C)C=O (DMF). Conditions: time 1.5 hour. The product is C1(CCCCC1)CCN(S(=O)(=O)C1=CC=C(C=C1)C)CC1=CC(=C(C(=O)OC)C=C1)C1=C(C=CC=C1)C (4-(N-(2-Cyclohexylethyl)-N-p-toluenesulfonylaminomethyl)-2-(2-methylphenyl)benzoic acid, Methyl Ester). Yield: 57.7%. RXN SMILES: [CH2:1]1[CH2:6][CH2:5][CH2:4][CH2:3][CH:2]1[CH2:7][CH2:8][NH:9][S:10]([C:13]1[CH:18]=[CH:17][C:16]([CH3:19])=[CH:15][CH:14]=1)(=[O:12])=[O:11].[H-].[Na+].[CH3:22][O:23][C:24](=[O:40])[C:25]1[CH:30]=[CH:29][C:28]([CH2:31]Br)=[CH:27][C:26]=1[C:33]1[CH:38]=[CH:37][CH:36]=[CH:35][C:34]=1[CH3:39]>CN(C=O)C>[CH:2]1([CH2:7][CH2:8][N:9]([CH2:31][C:28]2[CH:29]=[CH:30][C:25]([C:24]([O:23][CH3:22])=[O:40])=[C:26]([C:33]3[CH:38]=[CH:37][CH:36]=[CH:35][C:34]=3[CH3:39])[CH:27]=2)[S:10]([C:13]2[CH:18]=[CH:17][C:16]([CH3:19])=[CH:15][CH:14]=2)(=[O:12])=[O:11])[CH2:3][CH2:4][CH2:5][CH2:6][CH2:1]1 |f:1.2|. Procedure: To a solution of N-2-cyclohexylethyl-p-toluenesulfonamide (300 mg) in DMF (5 mL) was added NaH (56 mg of a 60% dispersion in mineral oil). After gas evolution subsided, 4-bromomethyl-2-(2-methylphenyl)benzoic acid methyl ester (example 1178D, 266 mg) was added. After stirring at ambient temperature for 1.5 h, the reaction was quenched by addition of water (10 mL), and diluted with 50% EtOAc/hexane (50 mL). The organic solution was washed with water (10 mL), brine (2×10 mL), dried (MgSO4), filter... Reactants: CC(C)(C)OC(=O)NCCOc1cc(COc2ccc(CCC(=O)O)cc2F)cc(Oc2ccccc2)c1, CCOC(C)=O, Cl. Yields the product Cl, NCCOc1cc(COc2ccc(CCC(=O)O)cc2F)cc(Oc2ccccc2)c1. Reaction SMILES: [C:1]([O:2][C:3](=[O:4])[NH:8][CH2:9][CH2:10][O:11][c:12]1[cH:13][c:14]([CH2:15][O:16][c:17]2[c:18]([F:28])[cH:19][c:20]([CH2:23][CH2:24][C:25](=[O:26])[OH:27])[cH:21][cH:22]2)[cH:29][c:30]([O:32][c:33]2[cH:34][cH:35][cH:36][cH:37][cH:38]2)[cH:31]1)([CH3:5])([CH3:6])[CH3:7].[CH3:40][CH2:41][O:42][C:43](=[O:44])[CH3:45].[ClH:39]>>[ClH:39].[NH2:8][CH2:9][CH2:10][O:11][c:12]1[cH:13][c:14]([CH2:15][O:16][c:17]2[c:18]([F:28])[cH:19][c:20]([CH2:23][CH2:24][C:25](=[O:26])[OH:27])[cH:21][cH:22]2)[cH:29][c:30]([O:32][c:33]2[cH:34][cH:35][cH:36][cH:37][cH:38]2)[cH:31]1. Reactants: C(C1=CC=2OCOC2C=C1)(=O)Cl (piperonyloyl chloride), ClC=1C(=CC(NC1)=O)O (5-chloro-4-hydroxy-2-pyridone). Run in N1=CC=CC=C1 (pyridine). Reaction conditions: time 2.5 hour. Product: ClC=1C(=CC(NC1)=O)OC(C1=CC=2OCOC2C=C1)=O (5-chloro-4-piperonyloyloxy-2-pyridone). Isolated yield 5.0%. Reaction SMILES: [C:1](Cl)(=[O:11])[C:2]1[CH:10]=[CH:9][C:8]2[O:7][CH2:6][O:5][C:4]=2[CH:3]=1.[Cl:13][C:14]1[C:15]([OH:21])=[CH:16][C:17](=[O:20])[NH:18][CH:19]=1>N1C=CC=CC=1>[Cl:13][C:14]1[C:15]([O:21][C:1](=[O:11])[C:2]2[CH:10]=[CH:9][C:8]3[O:7][CH2:6][O:5][C:4]=3[CH:3]=2)=[CH:16][C:17](=[O:20])[NH:18][CH:19]=1. Procedure: A 3.80 g quantity of piperonyloyl chloride was added to a suspension of 2.00 g of 5-chloro-4-hydroxy-2-pyridone in 60 ml of pyridine, and the mixture was stirred at room temperature for 2.5 hours. The reaction mixture was filtered and the filtrate was concentrated. The concentrate was washed successively with ethyl acetate, water and chloroform and then purified by silica gel column chromatography using as an eluent 2% methanol-chloroform, thereby producing 200 mg of the title compound in a yiel...